Dataset: the Open Reaction Database (ORD), a public repository of structured organic reaction records. Task: describe an organic reaction: reactants, conditions, products, and yield Reactants: CCOC(=O)CBr, CN(C)C=O, [H-], [Na+], O, O=c1[nH]nc2ccc(NCCCN3CCC(OC(c4ccccc4)c4ccccc4)CC3)nn12. Reaction SMILES: [Br:37][CH2:38][C:39](=[O:40])[O:41][CH2:42][CH3:43].[CH3:45][N:46]([CH3:47])[CH:48]=[O:49].[H-:35].[Na+:36].[OH2:44].[c:1]1([CH:7]([O:8][CH:9]2[CH2:10][CH2:11][N:12]([CH2:15][CH2:16][CH2:17][NH:18][c:19]3[cH:20][cH:21][c:22]4[n:23]([n:24]3)[c:25](=[O:28])[nH:26][n:27]4)[CH2:13][CH2:14]2)[c:29]2[cH:30][cH:31][cH:32][cH:33][cH:34]2)[cH:2][cH:3][cH:4][cH:5][cH:6]1>>[c:1]1([CH:7]([O:8][CH:9]2[CH2:10][CH2:11][N:12]([CH2:15][CH2:16][CH2:17][NH:18][c:19]3[cH:20][cH:21][c:22]4[n:23]([n:24]3)[c:25](=[O:28])[n:26]([CH2:38][C:39](=[O:40])[O:41][CH2:42][CH3:43])[n:27]4)[CH2:13][CH2:14]2)[c:29]2[cH:30][cH:31][cH:32][cH:33][cH:34]2)[cH:2][cH:3][cH:4][cH:5][cH:6]1. Product: CCOC(=O)Cn1nc2ccc(NCCCN3CCC(OC(c4ccccc4)c4ccccc4)CC3)nn2c1=O. The reactants are CC(C)(C)OC(=O)NCc1cc2ncc(NC(=O)C3CCOCC3)n2cc1-c1ccc(Cl)cc1Cl, Cl, C1COCCO1. Product: NCc1cc2ncc(NC(=O)C3CCOCC3)n2cc1-c1ccc(Cl)cc1Cl. As a reaction SMILES: [C:1]([O:2][C:3](=[O:4])[NH:7][CH2:8][c:9]1[cH:10][c:11]2[n:12]([cH:13][c:14]1-[c:15]1[c:16]([Cl:22])[cH:17][c:18]([Cl:21])[cH:19][cH:20]1)[c:23]([NH:26][C:27](=[O:28])[CH:29]1[CH2:30][CH2:31][O:32][CH2:33][CH2:34]1)[cH:24][n:25]2)([CH3:5])([CH3:6])[CH3:35].[ClH:36].[O:37]1[CH2:38][CH2:39][O:40][CH2:41][CH2:42]1>>[NH2:7][CH2:8][c:9]1[cH:10][c:11]2[n:12]([cH:13][c:14]1-[c:15]1[c:16]([Cl:22])[cH:17][c:18]([Cl:21])[cH:19][cH:20]1)[c:23]([NH:26][C:27](=[O:28])[CH:29]1[CH2:30][CH2:31][O:32][CH2:33][CH2:34]1)[cH:24][n:25]2. The reactants are C([O-])([O-])=O.[K+].[K+] (potassium carbonate), [I-].[Na+] (sodium iodide), C(C)OC(=O)C1=CNC2=C(C(=C(C=C2C1=O)F)F)F (6,7,8-trifluoro-1,4-dihydro-4-oxoquinoline-3-carboxylic acid ethyl ester), BrCCF (1-bromo-2-fluoroethane). The solvent is CN(C)C=O (DMF). Conditions: time 10 hour. Yields the product FC=1C=C2C(C(=CN(C2=C(C1F)F)CCF)C(=O)O)=O (6,7,8-trifluoro-1-(2-fluoroethyl)-1,4-dihydro-4-oxoquinoline-3-carboxylic acid). The yield is 39.9%. As a reaction SMILES: C(=O)([O-])[O-].[K+].[K+].C([O:9][C:10]([C:12]1[C:21](=[O:22])[C:20]2[C:15](=[C:16]([F:25])[C:17]([F:24])=[C:18]([F:23])[CH:19]=2)[NH:14][CH:13]=1)=[O:11])C.Br[CH2:27][CH2:28][F:29].[I-].[Na+]>CN(C=O)C>[F:23][C:18]1[CH:19]=[C:20]2[C:15](=[C:16]([F:25])[C:17]=1[F:24])[N:14]([CH2:27][CH2:28][F:29])[CH:13]=[C:12]([C:10]([OH:9])=[O:11])[C:21]2=[O:22] |f:0.1.2,5.6|. Procedure details: Anhydrous potassium carbonate (2.2 g), 6,7,8-trifluoro-1,4-dihydro-4-oxoquinoline-3-carboxylic acid ethyl ester (0.8 g), 1-bromo-2-fluoroethane (3.8 g), sodium iodide (4.5 g), and DMF (30 ml) were combined and heated with stirring at 90°-100° C. for 10 hours. After the solvent evaporated and cooled, water was added to the residue and extracted with dichloromethane. The organic layer was washed with water, dried over anhydrous sodium sulfate, and evaporated. To the residual solid was added a mixt... Reaction SMILES: [CH3:18][OH:19].[NH2:1][S:2](=[O:3])(=[O:4])[CH2:5][CH:6]([C:7](=[O:8])[O:9][CH2:10][c:11]1[cH:12][cH:13][cH:14][cH:15][cH:16]1)[CH3:17]>>[NH2:1][S:2](=[O:3])(=[O:4])[CH2:5][CH:6]([C:7](=[O:8])[OH:9])[CH3:17]. The product is CC(CS(N)(=O)=O)C(=O)O. Starting materials: CO, CC(CS(N)(=O)=O)C(=O)OCc1ccccc1. The reactants are C1CCOC1, Cc1ncccc1-n1ncc2c(Cl)ncnc21, CCOCC(O)C(=O)Nc1ccc(Cl)cn1, [H-], [Na+], O=C(O)CC(O)(CC(=O)O)C(=O)O. The product is CCOCC(Oc1ncnc2c1cnn2-c1cccnc1C)C(=O)Nc1ccc(Cl)cn1. RXN SMILES: [CH2:49]1[O:50][CH2:51][CH2:52][CH2:53]1.[Cl:19][c:20]1[c:21]2[c:22]([n:23][cH:24][n:25]1)[n:26](-[c:29]1[c:30]([CH3:35])[n:31][cH:32][cH:33][cH:34]1)[n:27][cH:28]2.[Cl:3][c:4]1[cH:5][cH:6][c:7]([NH:10][C:11]([CH:12]([CH2:13][O:14][CH2:15][CH3:16])[OH:17])=[O:18])[n:8][cH:9]1.[H-:1].[Na+:2].[OH:36][C:37]([CH2:38][C:39]([C:40](=[O:41])[OH:42])([CH2:43][C:44](=[O:45])[OH:46])[OH:47])=[O:48]>>[Cl:3][c:4]1[cH:5][cH:6][c:7]([NH:10][C:11]([CH:12]([CH2:13][O:14][CH2:15][CH3:16])[O:17][c:20]2[c:21]3[c:22]([n:23][cH:24][n:25]2)[n:26](-[c:29]2[c:30]([CH3:35])[n:31][cH:32][cH:33][cH:34]2)[n:27][cH:28]3)=[O:18])[n:8][cH:9]1. Reactants: [S-2].[Na+].[Na+] (sodium sulfide), C([O-])([O-])=O.[Na+].[Na+] (sodium carbonate), S(=O)([O-])[O-].[Na+].[Na+] (sodium sulfite), S(=O)(=O)([O-])[O-].[Na+].[Na+] (sodium sulfate). Product: S(=O)(=O)([O-])[O-].[Na+].[Na+] (sodium sulfate), S(=S)(=O)([O-])[O-].[Na+].[Na+] (sodium thiosulfate). RXN SMILES: [S:1]([O-:4])([O-:3])=[O:2].[Na+:5].[Na+].[S:7]([O-:11])([O-:10])(=[O:9])=[O:8].[Na+].[Na+].[S-2].[Na+].[Na+].C(=O)([O-])[O-].[Na+].[Na+]>>[S:7]([O-:11])([O-:10])(=[O:9])=[O:8].[Na+:5].[Na+:5].[S:1]([O-:4])([O-:3])(=[O:2])=[S:7].[Na+:5].[Na+:5] |f:0.1.2,3.4.5,6.7.8,9.10.11,12.13.14,15.16.17|. Procedure details: The concentrated sodium sulfite or sodium bisulfite solution can be mixed with an auxilary fuel containing carbon such as oil or sprayed into the smelter with the auxilary fuel such as gas, carbon, petroleum coke, wood, sawdust or pulverized coal fired separetely. A low ash fuel is preferred to avoid ash buildup problems. Initial burning and evaporation takes place in the oxidation section where the sodium sulfite is concentrated and secondary air is provided for fuel oxidation. Sodium sulfite a... The reactants are CC(C)(C)c1ccc(C(=O)CCCCCBr)cc1, O=C([O-])O, CC(C)O, Cl, [K+], CN(C)C=O, O, CNCCC=C1c2ccccc2COc2ccccc21. The product is Cl, CN(CCC=C1c2ccccc2COc2ccccc21)CCCCCC(=O)c1ccc(C(C)(C)C)cc1. RXN SMILES: [Br:21][CH2:22][CH2:23][CH2:24][CH2:25][CH2:26][C:27](=[O:28])[c:29]1[cH:30][cH:31][c:32]([C:35]([CH3:36])([CH3:37])[CH3:38])[cH:33][cH:34]1.[C:39](=[O:40])([OH:41])[O-:42].[CH3:51][CH:52]([OH:53])[CH3:54].[ClH:44].[K+:43].[O:45]=[CH:46][N:47]([CH3:48])[CH3:49].[OH2:50].[cH:1]1[cH:2][cH:3][cH:4][c:5]2[c:11]1[C:10](=[CH:12][CH2:13][CH2:14][NH:15][CH3:16])[c:9]1[c:8]([cH:20][cH:19][cH:18][cH:17]1)[CH2:7][O:6]2>>[ClH:44].[cH:1]1[cH:2][cH:3][cH:4][c:5]2[c:11]1[C:10](=[CH:12][CH2:13][CH2:14][N:15]([CH3:16])[CH2:22][CH2:23][CH2:24][CH2:25][CH2:26][C:27](=[O:28])[c:29]1[cH:30][cH:31][c:32]([C:35]([CH3:36])([CH3:37])[CH3:38])[cH:33][cH:34]1)[c:9]1[c:8]([cH:20][cH:19][cH:18][cH:17]1)[CH2:7][O:6]2. Starting materials: CCOC(C)=O, CCCCCCCCCCCCCCCc1cccc(OCC)c1C(=O)OCC, CC(C)(C)[O-], CCCCCC, CS(C)=O, Cl, [K+], O. Yields the product CCCCCCCCCCCCCCCc1cccc(OCC)c1C(=O)O. Reaction SMILES: [C:36]([O:37][CH2:38][CH3:39])(=[O:40])[CH3:41].[CH2:1]([CH3:2])[O:3][c:4]1[c:5]([C:6](=[O:7])[O:8][CH2:9][CH3:10])[c:11]([CH2:15][CH2:16][CH2:17][CH2:18][CH2:19][CH2:20][CH2:21][CH2:22][CH2:23][CH2:24][CH2:25][CH2:26][CH2:27][CH2:28][CH3:29])[cH:12][cH:13][cH:14]1.[CH3:30][C:31]([CH3:32])([O-:33])[CH3:34].[CH3:42][CH2:43][CH2:44][CH2:45][CH2:46][CH3:47].[CH3:49][S:50](=[O:51])[CH3:52].[ClH:48].[K+:35].[OH2:53]>>[CH2:1]([CH3:2])[O:3][c:4]1[c:5]([C:6](=[O:7])[OH:8])[c:11]([CH2:15][CH2:16][CH2:17][CH2:18][CH2:19][CH2:20][CH2:21][CH2:22][CH2:23][CH2:24][CH2:25][CH2:26][CH2:27][CH2:28][CH3:29])[cH:12][cH:13][cH:14]1.